From a dataset of the Open Reaction Database (ORD), a public repository of structured organic reaction records. describe an organic reaction: reactants, conditions, products, and yield Run at temperature 0 celsius. The product is CC1(C[C@H]2COC[C@@H](C1)N2C[C@@H]2N(CCN(C2)S(=O)(=O)C=2SC=CC2)C2=CC=C(C=C2)C(C(F)(F)F)(C)O)O ((1R,5S)-7-methyl-9-(((2S)-4-(2-thiophenylsulfonyl)-1-(4-(2,2,2-trifluoro-1-hydroxy-1-methylethyl)phenyl)-2-piperazinyl)methyl)-3-oxa-9-azabicyclo[3.3.1]nonan-7-ol). Procedure: A 25-mL round-bottomed flask was cooled to 0° C. and charged with 9-(((2S)-4-(2-thiophenylsulfonyl)-1-(4-(2,2,2-trifluoro-1-hydroxy-1-methylethyl)phenyl)-2-piperazinyl)methyl)-3-oxa-9-azabicyclo[3.3.1]nonan-7-one (50 mg, 0.087 mmol, Example 106) and THF (5 mL). Methylmagnesium bromide was added (3.0M in THF, 0.15 mL, 0.44 mmol, Sigma-Aldrich, St. Louis, Mo.) and after 20 min another 0.5 equivalent of methylmagnesium bromide was added. The reaction was then quenched with MeOH (50 mL), concentrate... As a reaction SMILES: [S:1]1[CH:5]=[CH:4][CH:3]=[C:2]1[S:6]([N:9]1[CH2:14][CH2:13][N:12]([C:15]2[CH:20]=[CH:19][C:18]([C:21]([OH:27])([CH3:26])[C:22]([F:25])([F:24])[F:23])=[CH:17][CH:16]=2)[C@@H:11]([CH2:28][N:29]2[CH:34]3[CH2:35][C:36](=[O:38])[CH2:37][CH:30]2[CH2:31][O:32][CH2:33]3)[CH2:10]1)(=[O:8])=[O:7].[CH3:39][Mg]Br>C1COCC1>[CH3:39][C:36]1([OH:38])[CH2:35][C@H:34]2[N:29]([CH2:28][C@H:11]3[CH2:10][N:9]([S:6]([C:2]4[S:1][CH:5]=[CH:4][CH:3]=4)(=[O:7])=[O:8])[CH2:14][CH2:13][N:12]3[C:15]3[CH:20]=[CH:19][C:18]([C:21]([OH:27])([CH3:26])[C:22]([F:25])([F:24])[F:23])=[CH:17][CH:16]=3)[C@H:30]([CH2:31][O:32][CH2:33]2)[CH2:37]1. Solvent: C1CCOC1 (THF), C1CCOC1 (THF). The reactants are S1C(=CC=C1)S(=O)(=O)N1C[C@@H](N(CC1)C1=CC=C(C=C1)C(C(F)(F)F)(C)O)CN1C2COCC1CC(C2)=O (9-(((2S)-4-(2-thiophenylsulfonyl)-1-(4-(2,2,2-trifluoro-1-hydroxy-1-methylethyl)phenyl)-2-piperazinyl)methyl)-3-oxa-9-azabicyclo[3.3.1]nonan-7-one), C[Mg]Br (Methylmagnesium bromide), C[Mg]Br (methylmagnesium bromide). The reactants are BrC1=C(C(=O)O)C=CC(=C1)C(=O)O (2-bromoterephthalic acid), C(=O)([O-])[O-].[K+].[K+] (K2CO3), CI (CH3I), CN(C)C=O (DMF). Run in C(Cl)Cl (DCM). Run at time 8 hour. Product: BrC1=C(C(=O)OC)C=CC(=C1)C(=O)OC (dimethyl 2-bromoterephthalate). Isolated yield 80.0%. As a reaction SMILES: [Br:1][C:2]1[CH:10]=[C:9]([C:11]([OH:13])=O)[CH:8]=[CH:7][C:3]=1[C:4]([OH:6])=[O:5].[C:14]([O-])([O-])=O.[K+].[K+].CI.CN([CH:25]=[O:26])C>C(Cl)Cl>[Br:1][C:2]1[CH:10]=[C:9]([C:11]([O:26][CH3:25])=[O:13])[CH:8]=[CH:7][C:3]=1[C:4]([O:6][CH3:14])=[O:5] |f:1.2.3|. Procedure: To the solution of 2-bromoterephthalic acid (CIV) (5.0 g, 20.40 mmol) in DMF was added K2CO3 (7.9 g, 57.13 mmol) and CH3I (3.56 mL, 57.13 mmol). The reaction mixture was stirred overnight at room temperature. The reaction mixture was diluted with DCM, washed with 1 N aqueous HCl, 1 M aqueous K2CO3, 10% aqueous Na2S2O3, brine, dried over anhydrous MgSO4, and concentrated under vacuum to give dimethyl 2-bromoterephthalate (CV) (4.82 g, 17.65 mmol, 99% purity, 80% yield). ESIMS found for C10H9BrO4 ... The reactants are COCCCCO (4-methoxybutan-1-ol), OC=1C=C(C(=O)OC)C=C(C1)N1C(CCC1)=O (methyl 3-hydroxy-5-(2-oxopyrrolidin-1-yl)benzoate), polystyrene, N(=NC(=O)OCC)C(=O)OCC (diethyl azodicarboxylate), C1(=CC=CC=C1)P(C1=CC=CC=C1)C1=CC=CC=C1 (triphenylphosphine). Solvent: C1CCOC1 (THF). Reaction conditions: time 6 hour. Product: COCCCCOC=1C=C(C(=O)OC)C=C(C1)N1C(CCC1)=O (methyl 3-(4-methoxybutoxy)-5-(2-oxopyrrolidin-1-yl)benzoate). Yield: 45.4%. As a reaction SMILES: [OH:1][C:2]1[CH:3]=[C:4]([CH:9]=[C:10]([N:12]2[CH2:16][CH2:15][CH2:14][C:13]2=[O:17])[CH:11]=1)[C:5]([O:7][CH3:8])=[O:6].C1(P(C2C=CC=CC=2)C2C=CC=CC=2)C=CC=CC=1.[CH3:37][O:38][CH2:39][CH2:40][CH2:41][CH2:42]O.N(C(OCC)=O)=NC(OCC)=O>C1COCC1>[CH3:37][O:38][CH2:39][CH2:40][CH2:41][CH2:42][O:1][C:2]1[CH:3]=[C:4]([CH:9]=[C:10]([N:12]2[CH2:16][CH2:15][CH2:14][C:13]2=[O:17])[CH:11]=1)[C:5]([O:7][CH3:8])=[O:6]. Reported procedure: A mixture of methyl 3-hydroxy-5-(2-oxopyrrolidin-1-yl)benzoate (300 mg, 11.28 mmol) (D41), polystyrene bound triphenylphosphine (1.71 g of loading 1.12 mmol/g, 1.92 mmol), and 4-methoxybutan-1-ol (200 mg, 1.92 mmol) in THF (5 ml) was treated dropwise with diethyl azodicarboxylate (0.302 ml, 1.92 mmol). The mixture was stiffed at room temperature for 6 hrs and then filtered. The resin was washed with THF and the filtrate was concentrated and chromatographed on silica gel (elution with ethyl aceta... Starting materials: CC(C)(C)OC(=O)N1CCCC1Cc1cccc2ccc(N(Cc3ccccc3)Cc3ccccc3)cc12, CCO, CC(=O)O, [OH-], [OH-], [Pd+2]. Yields the product CC(C)(C)OC(=O)N1CCCC1Cc1cccc2ccc(N)cc12. RXN SMILES: [CH2:1]([N:8]([CH2:2][c:3]1[cH:4][cH:5][cH:6][cH:7][cH:32]1)[c:9]1[cH:10][cH:11][c:12]2[cH:13][cH:14][cH:15][c:16]([CH2:19][CH:20]3[N:21]([C:25](=[O:26])[O:27][C:28]([CH3:29])([CH3:30])[CH3:31])[CH2:22][CH2:23][CH2:24]3)[c:17]2[cH:18]1)[c:33]1[cH:34][cH:35][cH:36][cH:37][cH:38]1.[CH3:39][CH2:40][OH:41].[CH3:42][C:43](=[O:44])[OH:45].[OH-:46].[OH-:48].[Pd+2:47]>>[NH2:8][c:9]1[cH:10][cH:11][c:12]2[cH:13][cH:14][cH:15][c:16]([CH2:19][CH:20]3[N:21]([C:25](=[O:26])[O:27][C:28]([CH3:29])([CH3:30])[CH3:31])[CH2:22][CH2:23][CH2:24]3)[c:17]2[cH:18]1. The reactants are C1(=CC=CC=C1)P(C1=CC=CC=C1)C1=CC=CC=C1 (triphenylphosphine), C([O-])([O-])=O.[Cs+].[Cs+] (cesium carbonate), B1C2CCCC1CCC2 (9-BBN), C(C=C)NS(=O)(=O)CCC (N-allylpropane-1-sulfonamide), FC(S(=O)(=O)OC1=CC=2C(C(CCC2C=C1)NC(=O)OC(C)(C)C)CC1=CC=C(C=C1)Cl)(F)F (7-(tert-butoxycarbonylamino)-8-(4-chlorobenzyl)-5,6,7,8-tetrahydronaphthalen-2-yl trifluoromethanesulfonate). The reagents and catalysts are C(C)(=O)[O-].[Pd+2].C(C)(=O)[O-] (palladium acetate). Run in O1CCOCC1 (dioxane), C(C)(=O)OCC (ethyl acetate), O1CCCC1 (tetrahydrofuran). Product: ClC1=CC=C(CC2C(CCC3=CC=C(C=C23)CCCNS(=O)(=O)CCC)NC(OC(C)(C)C)=O)C=C1 (tert-Butyl [1-(4-chlorobenzyl)-7-{3-[(propylsulfonyl)amino]propyl}-1,2,3,4-tetrahydronaphthalen-2-yl]carbamate). As a reaction SMILES: B1C2CCCC1CCC2.[CH2:10]([NH:13][S:14]([CH2:17][CH2:18][CH3:19])(=[O:16])=[O:15])[CH:11]=[CH2:12].FC(F)(F)S(O[C:26]1[CH:35]=[CH:34][C:33]2[CH2:32][CH2:31][CH:30]([NH:36][C:37]([O:39][C:40]([CH3:43])([CH3:42])[CH3:41])=[O:38])[CH:29]([CH2:44][C:45]3[CH:50]=[CH:49][C:48]([Cl:51])=[CH:47][CH:46]=3)[C:28]=2[CH:27]=1)(=O)=O.C1(P(C2C=CC=CC=2)C2C=CC=CC=2)C=CC=CC=1.C(=O)([O-])[O-].[Cs+].[Cs+]>O1CCCC1.C(OCC)(=O)C.C([O-])(=O)C.[Pd+2].C([O-])(=O)C.O1CCOCC1>[Cl:51][C:48]1[CH:49]=[CH:50][C:45]([CH2:44][CH:29]2[C:28]3[C:33](=[CH:34][CH:35]=[C:26]([CH2:12][CH2:11][CH2:10][NH:13][S:14]([CH2:17][CH2:18][CH3:19])(=[O:16])=[O:15])[CH:27]=3)[CH2:32][CH2:31][CH:30]2[NH:36][C:37](=[O:38])[O:39][C:40]([CH3:41])([CH3:42])[CH3:43])=[CH:46][CH:47]=1 |f:4.5.6,9.10.11|. Reported procedure: To a solution of 9-BBN (0.5 M in tetrahydrofuran, 8.85 mL, 4.42 mmol) was added dropwise a solution N-allylpropane-1-sulfonamide (1152 mg, 7.06 mmol) in tetrahydrofuran (1 mL) a 0° C. After stirring at 0° C. to 5° C. for 3.5 hours dioxane (25 mL) was added followed by 7-(tert-butoxycarbonylamino)-8-(4-chlorobenzyl)-5,6,7,8-tetrahydronaphthalen-2-yl trifluoromethanesulfonate (1000 mg, 1.923 mmol, prepared analogously to example 34.3), palladium acetate (43.2 mg, 0.192 mmol), triphenylphosphine (1... Reactants: BrC=1SC(=CC1C(=O)N1CCCCC1)CC ((2-Bromo-5-ethyl-thiophen-3-yl)-piperidin-1-yl-methanone), CN(C)C=O (DMF). The reagents and catalysts are [C-]#N.[Zn+2].[C-]#N (Zinc cyanide), [Pd].C1(=CC=CC=C1)P(C1=CC=CC=C1)C1=CC=CC=C1.C1(=CC=CC=C1)P(C1=CC=CC=C1)C1=CC=CC=C1.C1(=CC=CC=C1)P(C1=CC=CC=C1)C1=CC=CC=C1.C1(=CC=CC=C1)P(C1=CC=CC=C1)C1=CC=CC=C1 (tetrakis-(triphenylphosphine) palladium (0)). Conditions: temperature 100 celsius. Yields the product C(C)C1=CC(=C(S1)C#N)C(=O)N1CCCCC1 (5-Ethyl-3-(piperidine-1-carbonyl)-thiophene-2-carbonitrile). As a reaction SMILES: Br[C:2]1[S:3][C:4]([CH2:15][CH3:16])=[CH:5][C:6]=1[C:7]([N:9]1[CH2:14][CH2:13][CH2:12][CH2:11][CH2:10]1)=[O:8].[CH3:17][N:18](C=O)C>[C-]#N.[Zn+2].[C-]#N.[Pd].C1(P(C2C=CC=CC=2)C2C=CC=CC=2)C=CC=CC=1.C1(P(C2C=CC=CC=2)C2C=CC=CC=2)C=CC=CC=1.C1(P(C2C=CC=CC=2)C2C=CC=CC=2)C=CC=CC=1.C1(P(C2C=CC=CC=2)C2C=CC=CC=2)C=CC=CC=1>[CH2:15]([C:4]1[S:3][C:2]([C:17]#[N:18])=[C:6]([C:7]([N:9]2[CH2:14][CH2:13][CH2:12][CH2:11][CH2:10]2)=[O:8])[CH:5]=1)[CH3:16] |f:2.3.4,5.6.7.8.9|. Procedure details: (2-Bromo-5-ethyl-thiophen-3-yl)-piperidin-1-yl-methanone (0.1 g, 0.33 mmol) was dissolved in DMF (3 mL). Zinc cyanide (0.34 mmol) and tetrakis-(triphenylphosphine) palladium (0) (0.017 mmol) were added and the reaction mixture heated at 100° C. for 4 hours. The mixture was cooled to ambient temperature and the reaction quenched with a mixture of 5% aqueous sodium thiosulphate and saturated aqueous potassium carbonate (1:1, 5 mL) and extracted with diethyl ether. The organic solution was dried ov... Reactants: Cl (hydrochloric acid), CN(C)CC1CNC2=CC(=CC=C2C1)O (3-(dimethylamino)methyl-1,2,3,4-tetrahydro-7-quinolinol), C1(=CC=C(C=C1)CO)C1=CC=CC=C1 (4-biphenylylmethanol), C1(=CC=CC=C1)P(C1=CC=CC=C1)C1=CC=CC=C1 (triphenylphosphine), N(=NC(=O)OCC)C(=O)OCC (diethyl azodicarboxylate). Run in C1CCOC1 (THF). Conditions: time 1 hour. Product: Cl.C1(=CC=C(C=C1)COC1=CC=C2CC(CNC2=C1)CN(C)C)C1=CC=CC=C1 (7-(4-Biphenylyl)methoxy-3-(N,N-dimethylamino)methyl-1,2,3,4-tetrahydroquinoline Hydrochloride). RXN SMILES: [CH3:1][N:2]([CH2:4][CH:5]1[CH2:14][C:13]2[C:8](=[CH:9][C:10]([OH:15])=[CH:11][CH:12]=2)[NH:7][CH2:6]1)[CH3:3].[C:16]1([C:24]2[CH:29]=[CH:28][CH:27]=[CH:26][CH:25]=2)[CH:21]=[CH:20][C:19]([CH2:22]O)=[CH:18][CH:17]=1.C1(P(C2C=CC=CC=2)C2C=CC=CC=2)C=CC=CC=1.N(C(OCC)=O)=NC(OCC)=O.[ClH:61]>C1COCC1>[ClH:61].[C:16]1([C:24]2[CH:25]=[CH:26][CH:27]=[CH:28][CH:29]=2)[CH:17]=[CH:18][C:19]([CH2:22][O:15][C:10]2[CH:9]=[C:8]3[C:13]([CH2:14][CH:5]([CH2:4][N:2]([CH3:1])[CH3:3])[CH2:6][NH:7]3)=[CH:12][CH:11]=2)=[CH:20][CH:21]=1 |f:6.7|. Procedure: To a solution of 3-(dimethylamino)methyl-1,2,3,4-tetrahydro-7-quinolinol (344 mg), 4-biphenylylmethanol (368 mg), and triphenylphosphine (525 mg) in THF (20 ml) was added diethyl azodicarboxylate (348 mg). After stirring at room temperature for one hr, the reaction mixture was poured into 1 N aqueous hydrochloric acid and washed with ethyl acetate. The water layer was neutralized by 1 N aqueous sodium hydroxide, diluted with saturated aqueous sodium bicarbonate, and extracted with ethyl acetate.... Reactants: CCO, Cc1cc(C)c(CNC(=O)c2cc(C3=CC(C)(C)NC(C)(C)C3)nc3c2cnn3C2CCCC2)c(=O)[nH]1. The product is Cc1cc(C)c(CNC(=O)c2cc(C3CC(C)(C)NC(C)(C)C3)nc3c2cnn3C2CCCC2)c(=O)[nH]1. As a reaction SMILES: [CH3:38][CH2:39][OH:40].[CH:1]1([n:6]2[n:7][cH:8][c:9]3[c:10]2[n:11][c:12]([C:28]2=[CH:33][C:32]([CH3:34])([CH3:35])[NH:31][C:30]([CH3:36])([CH3:37])[CH2:29]2)[cH:13][c:14]3[C:15](=[O:16])[NH:17][CH2:18][c:19]2[c:20](=[O:27])[nH:21][c:22]([CH3:26])[cH:23][c:24]2[CH3:25])[CH2:2][CH2:3][CH2:4][CH2:5]1>>[CH:1]1([n:6]2[n:7][cH:8][c:9]3[c:10]2[n:11][c:12]([CH:28]2[CH2:29][C:30]([CH3:36])([CH3:37])[NH:31][C:32]([CH3:34])([CH3:35])[CH2:33]2)[cH:13][c:14]3[C:15](=[O:16])[NH:17][CH2:18][c:19]2[c:20](=[O:27])[nH:21][c:22]([CH3:26])[cH:23][c:24]2[CH3:25])[CH2:2][CH2:3][CH2:4][CH2:5]1. Starting materials: NCC1=CC=C(C=C1)C1=CC=C(C=C1)SC(C(=O)NCC#N)CC(C)C (2-{[4′-(Aminomethyl)-1,1′-biphenyl-4-yl]thio}-N-(cyanomethyl)-4-methylpentanamide), C1(CCCC1)=O (cyclopentanone), C(#N)[BH3-].[Na+] (sodium cyanoborohydride), [O-]S(=O)(=O)[O-].[Mg+2] (MgSO4), C(=O)(O)[O-].[Na+] (NaHCO3). Run at time 18 hour. Product: C(#N)CNC(C(CC(C)C)SC1=CC=C(C=C1)C1=CC=C(C=C1)CN1CCCC1)=O (N-(cyanomethyl)-4-methyl-2-{[4′-(pyrrolidin-1-ylmethyl)-1,1′-biphenyl4-yl]thio}pentanamide). RXN SMILES: [NH2:1][CH2:2][C:3]1[CH:8]=[CH:7][C:6]([C:9]2[CH:14]=[CH:13][C:12]([S:15][CH:16]([CH2:23][CH:24]([CH3:26])[CH3:25])[C:17]([NH:19][CH2:20][C:21]#[N:22])=[O:18])=[CH:11][CH:10]=2)=[CH:5][CH:4]=1.[C:27]1(=O)[CH2:31]C[CH2:29][CH2:28]1.C([BH3-])#N.[Na+].[O-]S([O-])(=O)=O.[Mg+2].C([O-])(O)=O.[Na+]>>[C:21]([CH2:20][NH:19][C:17](=[O:18])[CH:16]([S:15][C:12]1[CH:13]=[CH:14][C:9]([C:6]2[CH:7]=[CH:8][C:3]([CH2:2][N:1]3[CH2:29][CH2:28][CH2:27][CH2:31]3)=[CH:4][CH:5]=2)=[CH:10][CH:11]=1)[CH2:23][CH:24]([CH3:26])[CH3:25])#[N:22] |f:2.3,4.5,6.7|. Reported procedure: 2-{[4′-(Aminomethyl)-1,1′-biphenyl-4-yl]thio}-N-(cyanomethyl)-4-methylpentanamide (120 mg, 0.33 mmol) was mixed with cyclopentanone (234 μL, 2.64 mmol), sodium cyanoborohydride (25 mg, 0.40 mmol) and MgSO4 (200 mg) and stirred for 18 h. Aqueous sat. NaHCO3 was added, the product was extracted with EtOAc (3×), dried over MgSO4, concentrated in vacuo, and purified by flash chromatography (100% EtOAc to 2% methanol/EtOAc) to afford N-(cyanomethyl)-4-methyl-2-{[4′-(pyrrolidin-1-ylmethyl)-1,1′-biphen... Starting materials: Cc1cc(C(F)(F)F)[nH]n1, O=C1CCC(=O)N1Cl, CN(C)C=O, O. Yields the product Cc1n[nH]c(C(F)(F)F)c1Cl. RXN SMILES: [CH3:1][c:2]1[n:3][nH:4][c:5]([C:7]([F:8])([F:9])[F:10])[cH:6]1.[Cl:16][N:17]1[C:18](=[O:19])[CH2:20][CH2:21][C:22]1=[O:23].[O:11]=[CH:12][N:13]([CH3:14])[CH3:15].[OH2:24]>>[CH3:1][c:2]1[n:3][nH:4][c:5]([C:7]([F:8])([F:9])[F:10])[c:6]1[Cl:16].